This data is from the Open Reaction Database (ORD), a public repository of structured organic reaction records. The task is: describe an organic reaction: reactants, conditions, products, and yield Starting materials: CN1CCn2c(c(OCc3ccccc3)c3c(=O)n(Cc4ccc(F)cc4)nc(O)c32)C1=O, CO, CC#N, [H][H]. The product is CN1CCn2c(c(O)c3c(=O)n(Cc4ccc(F)cc4)nc(O)c32)C1=O. Reaction SMILES: [CH2:1]([c:2]1[cH:3][cH:4][cH:5][cH:6][cH:7]1)[O:8][c:9]1[c:10]2[n:11]([c:12]3[c:13]([OH:27])[n:14][n:15]([CH2:19][c:20]4[cH:21][cH:22][c:23]([F:26])[cH:24][cH:25]4)[c:16](=[O:18])[c:17]13)[CH2:28][CH2:29][N:30]([CH3:33])[C:31]2=[O:32].[CH3:36][OH:37].[CH3:38][C:39]#[N:40].[H:34][H:35]>>[OH:8][c:9]1[c:10]2[n:11]([c:12]3[c:13]([OH:27])[n:14][n:15]([CH2:19][c:20]4[cH:21][cH:22][c:23]([F:26])[cH:24][cH:25]4)[c:16](=[O:18])[c:17]13)[CH2:28][CH2:29][N:30]([CH3:33])[C:31]2=[O:32]. Reactants: COCOc1ccc2c(c1)c(CNCc1cc(F)cc(F)c1)c(C(C)C)n2Cc1ccccc1, C1CCOC1, CC(C)O, Cl. Reaction SMILES: [CH2:1]([c:2]1[cH:3][cH:4][cH:5][cH:6][cH:7]1)[n:8]1[c:9]([CH:32]([CH3:33])[CH3:34])[c:10]([CH2:21][NH:22][CH2:23][c:24]2[cH:25][c:26]([F:31])[cH:27][c:28]([F:30])[cH:29]2)[c:11]2[cH:12][c:13]([O:17][CH2:18][O:19][CH3:20])[cH:14][cH:15][c:16]12.[CH2:40]1[O:41][CH2:42][CH2:43][CH2:44]1.[CH:36]([OH:37])([CH3:38])[CH3:39].[ClH:35]>>[CH2:1]([c:2]1[cH:3][cH:4][cH:5][cH:6][cH:7]1)[n:8]1[c:9]([CH:32]([CH3:33])[CH3:34])[c:10]([CH2:21][NH:22][CH2:23][c:24]2[cH:25][c:26]([F:31])[cH:27][c:28]([F:30])[cH:29]2)[c:11]2[cH:12][c:13]([OH:17])[cH:14][cH:15][c:16]12. Yields the product CC(C)c1c(CNCc2cc(F)cc(F)c2)c2cc(O)ccc2n1Cc1ccccc1. The reactants are O (water), N1=CC=CC=C1 (pyridine), ClC(=O)OC (methyl chloroformate), S1C(=NC2=C1C=CC=C2)COC2=CC(=C(N)C=C2)C (4-(benzothiazol-2-ylmethoxy)-2-methylaniline). Solvent: CN(C=O)C (dimethylformamide). Reaction conditions: time 2 hour. Product: S1C(=NC2=C1C=CC=C2)COC2=CC(=C(C=C2)NC(OC)=O)C (Methyl N-[4-(benzothiazol-2-ylmethoxy)-2-methylphenyl]carbamate). Yield: 54.0%. Reaction SMILES: N1C=CC=CC=1.Cl[C:8]([O:10][CH3:11])=[O:9].[S:12]1[C:16]2[CH:17]=[CH:18][CH:19]=[CH:20][C:15]=2[N:14]=[C:13]1[CH2:21][O:22][C:23]1[CH:29]=[CH:28][C:26]([NH2:27])=[C:25]([CH3:30])[CH:24]=1.O>CN(C)C=O>[S:12]1[C:16]2[CH:17]=[CH:18][CH:19]=[CH:20][C:15]=2[N:14]=[C:13]1[CH2:21][O:22][C:23]1[CH:29]=[CH:28][C:26]([NH:27][C:8](=[O:9])[O:10][CH3:11])=[C:25]([CH3:30])[CH:24]=1. Procedure: 82.5 ml of pyridine and 18.9 ml of methyl chloroformate were added to a solution of 55.0 g of 4-(benzothiazol-2-ylmethoxy)-2-methylaniline [prepared as described in step (b) above] in 400 ml of dimethylformamide cooled in an ice-water bath and the resulting mixture was stirred at the same temperature for 2 hours. At the end of this time, the reaction mixture was poured into water resulting in the precipitation of a crystalline solid which was washed with water and then further washed with diethy... Reactants: CCO, Cc1ccc([N+](=O)[O-])cc1N, FC(F)(F)c1cc(Cl)nc(-c2cccnc2)n1, Cl, [Na+], [OH-], O. The product is Cc1ccc([N+](=O)[O-])cc1Nc1cc(C(F)(F)F)nc(-c2cccnc2)n1. As a reaction SMILES: [CH2:32]([OH:33])[CH3:34].[CH3:18][c:19]1[c:20]([NH2:21])[cH:22][c:23]([N+:26](=[O:27])[O-:28])[cH:24][cH:25]1.[Cl:1][c:2]1[n:3][c:4](-[c:12]2[cH:13][n:14][cH:15][cH:16][cH:17]2)[n:5][c:6]([C:8]([F:9])([F:10])[F:11])[cH:7]1.[ClH:29].[Na+:31].[OH-:30].[OH2:35]>>[c:2]1([NH:21][c:20]2[c:19]([CH3:18])[cH:25][cH:24][c:23]([N+:26](=[O:27])[O-:28])[cH:22]2)[n:3][c:4](-[c:12]2[cH:13][n:14][cH:15][cH:16][cH:17]2)[n:5][c:6]([C:8]([F:9])([F:10])[F:11])[cH:7]1. The reactants are CCCNc1nc(C(F)(F)F)ccc1C=CC(=O)O, Cl, C#Cc1cc(CN)cc(F)c1NS(C)(=O)=O. Yields the product C#Cc1cc(CNC(=O)C=Cc2ccc(C(F)(F)F)nc2NCCC)cc(F)c1NS(C)(=O)=O. RXN SMILES: [CH2:18]([CH2:19][CH3:20])[NH:21][c:22]1[n:23][c:24]([C:33]([F:34])([F:35])[F:36])[cH:25][cH:26][c:27]1[CH:28]=[CH:29][C:30](=[O:31])[OH:32].[ClH:17].[NH2:1][CH2:2][c:3]1[cH:4][c:5]([F:16])[c:6]([NH:11][S:12](=[O:13])(=[O:14])[CH3:15])[c:7]([C:9]#[CH:10])[cH:8]1>>[NH:1]([CH2:2][c:3]1[cH:4][c:5]([F:16])[c:6]([NH:11][S:12](=[O:13])(=[O:14])[CH3:15])[c:7]([C:9]#[CH:10])[cH:8]1)[C:30]([CH:29]=[CH:28][c:27]1[c:22]([NH:21][CH2:18][CH2:19][CH3:20])[n:23][c:24]([C:33]([F:34])([F:35])[F:36])[cH:25][cH:26]1)=[O:31]. Starting materials: O=C(c1c(F)cc(Br)cc1F)N1CCCC1CN1CCCC1, COc1cncc(B(O)O)c1. The product is COc1cncc(-c2cc(F)c(C(=O)N3CCCC3CN3CCCC3)c(F)c2)c1. RXN SMILES: [Br:12][c:13]1[cH:14][c:15]([F:33])[c:16]([C:20](=[O:21])[N:22]2[CH:23]([CH2:27][N:28]3[CH2:29][CH2:30][CH2:31][CH2:32]3)[CH2:24][CH2:25][CH2:26]2)[c:17]([F:19])[cH:18]1.[CH3:1][O:2][c:3]1[cH:4][n:5][cH:6][c:7]([B:9]([OH:10])[OH:11])[cH:8]1>>[CH3:1][O:2][c:3]1[cH:4][n:5][cH:6][c:7](-[c:13]2[cH:14][c:15]([F:33])[c:16]([C:20](=[O:21])[N:22]3[CH:23]([CH2:27][N:28]4[CH2:29][CH2:30][CH2:31][CH2:32]4)[CH2:24][CH2:25][CH2:26]3)[c:17]([F:19])[cH:18]2)[cH:8]1. Run at time 2 hour. As a reaction SMILES: C([O:4][C@H:5]1[C@H:14]([O:15]C(=O)C)[C@@H:13]([CH2:19][O:20]C(=O)C)[O:12][CH:7]([O:8][CH2:9][CH2:10][Cl:11])[C@@H:6]1[F:24])(=O)C.O(C)[Na]>CO>[F:24][C@@H:6]1[C@@H:5]([OH:4])[C@H:14]([OH:15])[C@@H:13]([CH2:19][OH:20])[O:12][CH:7]1[O:8][CH2:9][CH2:10][Cl:11]. Procedure: To a solution of 2-chloroethyl 3,4,6-tri-O-acetyl-2-deoxy-2-fluoro-D-glucopyranoside (0.85 g, 2.293 mmol) in CH3OH (10 mL) was added NaOCH3 (0.46 mL, 0.230 mmol, 0.5 M in CH3OH). The resulting mixture was stirred at rt for 2 hr. Dowex 50wx2-200 (H) ion exchange resin (pre-washed with CH3OH 3×10 mL) was added to the reaction mixture. After stirring for 15 min, the resin was filtered off and the filtrate was concentrated down to give the title compound. This anomeric mixture was used directly in t... The solvent is CO (CH3OH). Reactants: C(C)(=O)O[C@@H]1[C@H](C(OCCCl)O[C@@H]([C@H]1OC(C)=O)COC(C)=O)F (2-chloroethyl 3,4,6-tri-O-acetyl-2-deoxy-2-fluoro-D-glucopyranoside), O([Na])C (NaOCH3). Yields the product F[C@H]1C(OCCCl)O[C@@H]([C@H]([C@@H]1O)O)CO (2-chloroethyl 2-deoxy-2-fluoro-D-glucopyranoside).